Dataset: the Open Reaction Database (ORD), a public repository of structured organic reaction records. Task: describe an organic reaction: reactants, conditions, products, and yield The reactants are CN=C=O, ClC(Cl)Cl, CC(c1ccc(-c2ccccc2)c(F)c1)c1csc(N)n1. The product is CNC(=O)Nc1nc(C(C)c2ccc(-c3ccccc3)c(F)c2)cs1. As a reaction SMILES: [CH3:22][N:23]=[C:24]=[O:25].[CH:26]([Cl:27])([Cl:28])[Cl:29].[NH2:1][c:2]1[s:3][cH:4][c:5]([CH:7]([CH3:8])[c:9]2[cH:10][c:11]([F:21])[c:12](-[c:15]3[cH:16][cH:17][cH:18][cH:19][cH:20]3)[cH:13][cH:14]2)[n:6]1>>[NH:1]([c:2]1[s:3][cH:4][c:5]([CH:7]([CH3:8])[c:9]2[cH:10][c:11]([F:21])[c:12](-[c:15]3[cH:16][cH:17][cH:18][cH:19][cH:20]3)[cH:13][cH:14]2)[n:6]1)[C:24]([NH:23][CH3:22])=[O:25]. The reactants are C=CCSC1CC(=O)N1CC(=O)OC, CCO, Cl, [K+], [OH-], O. The product is C=CCSC1CC(=O)N1CC(=O)O. RXN SMILES: [CH2:3]([CH:4]=[CH2:5])[S:6][CH:7]1[CH2:8][C:9](=[O:16])[N:10]1[CH2:11][C:12](=[O:13])[O:14][CH3:15].[CH3:18][CH2:19][OH:20].[ClH:17].[K+:2].[OH-:1].[OH2:21]>>[CH2:3]([CH:4]=[CH2:5])[S:6][CH:7]1[CH2:8][C:9](=[O:16])[N:10]1[CH2:11][C:12](=[O:13])[OH:14]. The reactants are COC(=O)Cn1c(=O)n(Cc2ccc3cc4c(cc3n2)CC2(C4)C(=O)NC(=O)N2C)c2cccc([N+](=O)[O-])c21, CCOC(C)=O, CO, [H][H]. Product: COC(=O)Cn1c(=O)n(Cc2ccc3cc4c(cc3n2)CC2(C4)C(=O)NC(=O)N2C)c2cccc(N)c21. RXN SMILES: [CH3:1][N:2]1[C:3](=[O:39])[NH:4][C:5](=[O:38])[C:6]12[CH2:7][c:8]1[c:9]([cH:10][c:11]3[cH:12][cH:13][c:14]([CH2:18][n:19]4[c:20](=[O:36])[n:21]([CH2:31][C:32](=[O:33])[O:34][CH3:35])[c:22]5[c:23]4[cH:24][cH:25][cH:26][c:27]5[N+:28]([O-:29])=[O:30])[n:15][c:16]3[cH:17]1)[CH2:37]2.[CH3:40][CH2:41][O:42][C:43]([CH3:44])=[O:45].[CH3:48][OH:49].[H:46][H:47]>>[CH3:1][N:2]1[C:3](=[O:39])[NH:4][C:5](=[O:38])[C:6]12[CH2:7][c:8]1[c:9]([cH:10][c:11]3[cH:12][cH:13][c:14]([CH2:18][n:19]4[c:20](=[O:36])[n:21]([CH2:31][C:32](=[O:33])[O:34][CH3:35])[c:22]5[c:23]4[cH:24][cH:25][cH:26][c:27]5[NH2:28])[n:15][c:16]3[cH:17]1)[CH2:37]2. Reactants: [OH-].[Na+] (sodium hydroxide), S1C(=CC=C1)C(C)(O)C(Cl)Cl (1-(2-thienyl)-1-dichloromethylethanol), O (water). The solvent is C1=CC=CC=C1 (benzene). Reaction conditions: time 24 hour. The product is S1C(=CC=C1)C(C(=O)O)C (α-(2-thienyl)propionic acid). Yield: 79.0%. RXN SMILES: [OH-:1].[Na+].[S:3]1[CH:7]=[CH:6][CH:5]=[C:4]1[C:8]([CH:11](Cl)Cl)(O)[CH3:9].[OH2:14]>C1C=CC=CC=1>[S:3]1[CH:7]=[CH:6][CH:5]=[C:4]1[CH:8]([CH3:9])[C:11]([OH:14])=[O:1] |f:0.1|. Procedure details: In 40 ml of benzene, 3.93 g of sodium hydroxide (98 mmol) was crushed finely. Under vigorous agitation, 2.09 g of 1-(2-thienyl)-1-dichloromethylethanol (9.9 mmol) was added thereto and agitated for 24 hours at room temperature and then 20 ml of water was added thereto under ice cooling. After washing the diethylether, the aqueous alkaline solution was neutralized (about pH 2) with 6 N hydrochloric acid and extracted with diethylether. The ether layer was washed with a saturated aqueous solution ... Starting materials: CCOC(=O)C (EtOAc), OC1=CC=C(C=C1)C1=CC=C2C(=CC=NC2=C1)C(=O)OC (methyl 7-(4-hydroxyphenyl)-4-quinolinecarboxylate), ClCC=1C(=NOC1C(C)C)C1=C(C=CC=C1Cl)Cl (4-(chloromethyl)-3-(2,6-dichlorophenyl)-5-(1-methylethyl)isoxazole), C(=O)([O-])[O-].[K+].[K+] (K2CO3). The solvent is CN(C)C=O (DMF). Product: ClC1=C(C(=CC=C1)Cl)C1=NOC(=C1COC1=CC=C(C=C1)C1=CC=C2C(=CC=NC2=C1)C(=O)OC)C(C)C (methyl 7-[4-({[3-(2,6-dichlorophenyl)-5-(1-methylethyl)-4-isoxazolyl]methyl}oxy)phenyl]-4-quinolinecarboxylate). The yield is 55.9%. Reaction SMILES: [OH:1][C:2]1[CH:7]=[CH:6][C:5]([C:8]2[CH:17]=[C:16]3[C:11]([C:12]([C:18]([O:20][CH3:21])=[O:19])=[CH:13][CH:14]=[N:15]3)=[CH:10][CH:9]=2)=[CH:4][CH:3]=1.Cl[CH2:23][C:24]1[C:25]([C:32]2[C:37]([Cl:38])=[CH:36][CH:35]=[CH:34][C:33]=2[Cl:39])=[N:26][O:27][C:28]=1[CH:29]([CH3:31])[CH3:30].C([O-])([O-])=O.[K+].[K+].CCOC(C)=O>CN(C=O)C>[Cl:38][C:37]1[CH:36]=[CH:35][CH:34]=[C:33]([Cl:39])[C:32]=1[C:25]1[C:24]([CH2:23][O:1][C:2]2[CH:3]=[CH:4][C:5]([C:8]3[CH:17]=[C:16]4[C:11]([C:12]([C:18]([O:20][CH3:21])=[O:19])=[CH:13][CH:14]=[N:15]4)=[CH:10][CH:9]=3)=[CH:6][CH:7]=2)=[C:28]([CH:29]([CH3:31])[CH3:30])[O:27][N:26]=1 |f:2.3.4|. Procedure details: A solution of 90 mg (0.32 mmol) of methyl 7-(4-hydroxyphenyl)-4-quinolinecarboxylate, 196 mg (0.64 mmol) of 4-(chloromethyl)-3-(2,6-dichlorophenyl)-5-(1-methylethyl)isoxazole and 178 mg (1.29 mmol) of K2CO3 in 2.5 mL DMF was stirred at ambient temperature for 60 hr. EtOAc was added and the mixture washed with three portions of H2O then brine. The solution was concentrated and the residue purified by silica gel chromatography (12 g of silica gel eluting with 0-50% EtOAc in hexanes over 45 minutes... Reactants: C1CSCCN1, CC(=O)OC(C)=O. Product: CC(=O)N1CCSCC1. As a reaction SMILES: [CH2:1]1[CH2:2][S:3][CH2:4][CH2:5][NH:6]1.[CH3:7][C:8](=[O:9])[O:10][C:11](=[O:12])[CH3:13]>>[CH2:1]1[CH2:2][S:3][CH2:4][CH2:5][N:6]1[C:8]([CH3:7])=[O:9].